From a dataset of the Open Reaction Database (ORD), a public repository of structured organic reaction records. describe an organic reaction: reactants, conditions, products, and yield Reactants: Cc1ncc(CBr)o1, CN(C)C=O, [Na+], [Na+], O=C([O-])[O-], O, CCOC(=O)N1CCC(Nc2nc3ccccc3[nH]2)CC1. Product: CCOC(=O)N1CCC(Nc2nc3ccccc3n2Cc2cnc(C)o2)CC1. Reaction SMILES: [Br:1][CH2:2][c:3]1[cH:4][n:5][c:6]([CH3:8])[o:7]1.[CH3:36][N:37]([CH3:38])[CH:39]=[O:40].[Na+:30].[Na+:31].[O-:32][C:33](=[O:34])[O-:35].[OH2:41].[nH:9]1[c:10]([NH:18][CH:19]2[CH2:20][CH2:21][N:22]([C:25](=[O:26])[O:27][CH2:28][CH3:29])[CH2:23][CH2:24]2)[n:11][c:12]2[c:13]1[cH:14][cH:15][cH:16][cH:17]2>>[CH2:2]([c:3]1[cH:4][n:5][c:6]([CH3:8])[o:7]1)[n:9]1[c:10]([NH:18][CH:19]2[CH2:20][CH2:21][N:22]([C:25](=[O:26])[O:27][CH2:28][CH3:29])[CH2:23][CH2:24]2)[n:11][c:12]2[c:13]1[cH:14][cH:15][cH:16][cH:17]2. Procedure: From 2-chloro-3-methoxybenzoic acid and [4,4-Difluoro-1-(2-(trifluoromethyl)pyrimidin-5-yl)cyclohexyl]methanamine. LCMS (MH+): m/z=464.1, tR (minutes, Method F)=3.02 Product: ClC1=C(C(=O)NCC2(CCC(CC2)(F)F)C=2C=NC(=NC2)C(F)(F)F)C=CC=C1OC (2-Chloro-N-((4,4-difluoro-1-(2-(trifluoromethyl)pyrimidin-5-yl)cyclohexyl)methyl)-3-methoxybenzamide). Reactants: ClC1=C(C(=O)O)C=CC=C1OC (2-chloro-3-methoxybenzoic acid), FC1(CCC(CC1)(C=1C=NC(=NC1)C(F)(F)F)CN)F ([4,4-Difluoro-1-(2-(trifluoromethyl)pyrimidin-5-yl)cyclohexyl]methanamine). As a reaction SMILES: [Cl:1][C:2]1[C:10]([O:11][CH3:12])=[CH:9][CH:8]=[CH:7][C:3]=1[C:4]([OH:6])=O.[F:13][C:14]1([F:32])[CH2:19][CH2:18][C:17]([CH2:30][NH2:31])([C:20]2[CH:21]=[N:22][C:23]([C:26]([F:29])([F:28])[F:27])=[N:24][CH:25]=2)[CH2:16][CH2:15]1>>[Cl:1][C:2]1[C:10]([O:11][CH3:12])=[CH:9][CH:8]=[CH:7][C:3]=1[C:4]([NH:31][CH2:30][C:17]1([C:20]2[CH:21]=[N:22][C:23]([C:26]([F:29])([F:28])[F:27])=[N:24][CH:25]=2)[CH2:18][CH2:19][C:14]([F:13])([F:32])[CH2:15][CH2:16]1)=[O:6]. Yields the product OCCC1(CCN2CCOCC2)CCCCC1. Reactants: CC(C)(C)[Si](OCCC1(CCN2CCOCC2)CCCCC1)(c1ccccc1)c1ccccc1, CO, Cl. Reaction SMILES: [C:2]([Si:3]([c:4]1[cH:5][cH:6][cH:24][cH:25][cH:26]1)([O:7][CH2:8][CH2:9][C:10]1([CH2:16][CH2:17][N:18]2[CH2:19][CH2:20][O:21][CH2:22][CH2:23]2)[CH2:11][CH2:12][CH2:13][CH2:14][CH2:15]1)[c:27]1[cH:28][cH:29][cH:30][cH:31][cH:32]1)([CH3:33])([CH3:34])[CH3:35].[CH3:36][OH:37].[ClH:1]>>[OH:7][CH2:8][CH2:9][C:10]1([CH2:16][CH2:17][N:18]2[CH2:19][CH2:20][O:21][CH2:22][CH2:23]2)[CH2:11][CH2:12][CH2:13][CH2:14][CH2:15]1. The reactants are C(C)(C)(C)O[C@H](C(=O)O)C=1C(=C2C=CC(=NC2=CC1C)CN(C)C)C1=CC=C(C=C1)Cl ((S)-2-tert-butoxy-2-(5-(4-chlorophenyl)-2-((dimethylamino)methyl)-7-methylquinolin-6-yl)acetic acid), C(C)(C)(C)O[C@H](CO)C=1C(=C2C=CC(=NC2=CC1C)CN1CCCCC1)C1=CC=C(C=C1)Cl ((S)-2-tert-butoxy-2-(5-(4-chlorophenyl)-7-methyl-2-(piperidin-1-ylmethyl)quinolin-6-yl)ethanol). Product: C(C)(C)(C)O[C@H](C(=O)O)C=1C(=C2C=CC(=NC2=CC1C)CN1CCCCC1)C1=CC=C(C=C1)Cl ((S)-2-tert-Butoxy-2-(5-(4-chlorophenyl)-7-methyl-2-(piperidin-1-ylmethyl)quinolin-6-yl)acetic acid). Reaction SMILES: [C:1]([O:5][C@@H:6]([C:10]1[C:11]([C:25]2[CH:30]=[CH:29][C:28]([Cl:31])=[CH:27][CH:26]=2)=[C:12]2[C:17](=[CH:18][C:19]=1[CH3:20])[N:16]=[C:15]([CH2:21][N:22]([CH3:24])[CH3:23])[CH:14]=[CH:13]2)[C:7]([OH:9])=[O:8])([CH3:4])([CH3:3])[CH3:2].[C:32](O[C@@H](C1C(C2C=CC(Cl)=CC=2)=C2C(=CC=1C)N=C(CN1CCCCC1)C=C2)CO)(C)([CH3:34])[CH3:33]>>[C:1]([O:5][C@@H:6]([C:10]1[C:11]([C:25]2[CH:26]=[CH:27][C:28]([Cl:31])=[CH:29][CH:30]=2)=[C:12]2[C:17](=[CH:18][C:19]=1[CH3:20])[N:16]=[C:15]([CH2:21][N:22]1[CH2:24][CH2:34][CH2:32][CH2:33][CH2:23]1)[CH:14]=[CH:13]2)[C:7]([OH:9])=[O:8])([CH3:4])([CH3:2])[CH3:3]. Procedure: (S)-2-tert-Butoxy-2-(5-(4-chlorophenyl)-7-methyl-2-(piperidin-1-ylmethyl)quinolin-6-yl)acetic acid was prepared following the procedure used to prepare compound (S)-2-tert-butoxy-2-(5-(4-chlorophenyl)-2-((dimethylamino)methyl)-7-methylquinolin-6-yl)acetic acid (9) of Example 9, except that (S)-2-tert-butoxy-2-(5-(4-chlorophenyl)-7-methyl-2-(piperidin-1-ylmethyl)quinolin-6-yl)ethanol was used instead of (S)-2-tert-butoxy-2-(5-(4-chlorophenyl)-2-((dimethylamino)methyl)-7-methylquinolin-6-yl)ethano... The reactants are CCN(C(C)C)C(C)C, CC(=O)NC1CC(NC(C)(C)C)CCC1N1CCC(N)C1=O, [O-][n+]1cnc(Oc2ccccc2)c2cc(C(F)(F)F)ccc21. Product: CC(=O)NC1CC(NC(C)(C)C)CCC1N1CCC(Nc2nc[n+]([O-])c3ccc(C(F)(F)F)cc23)C1=O. Reaction SMILES: [CH:45]([N:46]([CH2:47][CH3:48])[CH:49]([CH3:50])[CH3:51])([CH3:52])[CH3:53].[NH2:1][CH:2]1[C:3](=[O:22])[N:4]([CH:7]2[CH:8]([NH:18][C:19]([CH3:20])=[O:21])[CH2:9][CH:10]([NH:13][C:14]([CH3:15])([CH3:16])[CH3:17])[CH2:11][CH2:12]2)[CH2:5][CH2:6]1.[O:23]([c:24]1[cH:25][cH:26][cH:27][cH:28][cH:29]1)[c:30]1[n:31][cH:32][n+:33]([O-:44])[c:34]2[cH:35][cH:36][c:37]([C:40]([F:41])([F:42])[F:43])[cH:38][c:39]12>>[NH:1]([CH:2]1[C:3](=[O:22])[N:4]([CH:7]2[CH:8]([NH:18][C:19]([CH3:20])=[O:21])[CH2:9][CH:10]([NH:13][C:14]([CH3:15])([CH3:16])[CH3:17])[CH2:11][CH2:12]2)[CH2:5][CH2:6]1)[c:30]1[n:31][cH:32][n+:33]([O-:44])[c:34]2[cH:35][cH:36][c:37]([C:40]([F:41])([F:42])[F:43])[cH:38][c:39]12. Reactants: N#N (N2), C(C(=C)C)(=O)OC (MMA), N[C@@H](CC)C(=O)O (Abu), C(=O)(O)[O-].[Na+] (NaHCO3), S(=O)(=O)([O-])OOS(=O)(=O)[O-].[NH4+].[NH4+] (APS). Run in O (water). Yields the product monomer, [Na+].S(=O)(=O)(OCCCCCCCCCCCC)[O-] (lauryl sulfate sodium), C(=O)(O)[O-].[Na+] (NaHCO3), S(=O)(=O)([O-])OOS(=O)(=O)[O-].[NH4+].[NH4+] (APS). As a reaction SMILES: [N:1]#N.C(OC)(=O)[C:4]([CH3:6])=[CH2:5].[NH2:10][C@H:11]([C:14](O)=O)[CH2:12][CH3:13].[C:17]([O-:20])([OH:19])=[O:18].[Na+:21].[S:22]([O:26][O:27][S:28]([O-:31])(=[O:30])=[O:29])([O-:25])(=[O:24])=[O:23].[NH4+].[NH4+]>O>[Na+:21].[S:22]([O-:26])([O:20][CH2:17][CH2:13][CH2:12][CH2:11][CH2:14][CH2:14][CH2:11][CH2:12][CH2:13][CH2:5][CH2:4][CH3:6])(=[O:24])=[O:23].[C:17]([O-:20])([OH:19])=[O:18].[Na+:21].[S:22]([O:26][O:27][S:28]([O-:31])(=[O:30])=[O:29])([O-:25])(=[O:24])=[O:23].[NH4+:10].[NH4+:1] |f:3.4,5.6.7,9.10,11.12,13.14.15|. Procedure: A 1 L reactor consisting of a stirrer, cooling equipment feedline inert gas (N2), the feed tank pre-emulsion, bath temperature control and metering pump. Were added from 160 to 220 g of MMA (methyl methacrylate), of 20 to 80 g Abu (butyl acrylate), 2.0 to 3.0 g of surfactant, of between 3.5 and 5.5 g of NaHCO3 and between 8.0 and 9.0 g of APS (ammonium persulfate). The reactor was heated in a temperature range between 70 and 85° C. and into it was added reagents for the pre-emulsion, of between ... The reagents and catalysts are CC(C)([O-])C.[Zr+4].CC(C)([O-])C.CC(C)([O-])C.CC(C)([O-])C (zirconium tert-butoxide). As a reaction SMILES: [CH:1]([C:4]1[CH:5]=[CH:6][C:7]2[N:8]([CH:10]=[C:11]([C:13]([O:15]CC)=O)[N:12]=2)[CH:9]=1)([CH3:3])[CH3:2].[NH2:18][C:19]1[CH:24]=[CH:23][CH:22]=[CH:21][CH:20]=1.ON1C2N=CC=CC=2N=N1>C1(C)C=CC=CC=1.CC(C)([O-])C.[Zr+4].CC(C)([O-])C.CC(C)([O-])C.CC(C)([O-])C>[CH:1]([C:4]1[CH:5]=[CH:6][C:7]2[N:8]([CH:10]=[C:11]([C:13]([NH:18][C:19]3[CH:24]=[CH:23][CH:22]=[CH:21][CH:20]=3)=[O:15])[N:12]=2)[CH:9]=1)([CH3:2])[CH3:3] |f:4.5.6.7.8|. The product is C(C)(C)C=1C=CC=2N(C1)C=C(N2)C(=O)NC2=CC=CC=C2 (6-isopropyl-N-phenylimidazo[1,2-a]pyridine-2-carboxamide). The yield is 15.2%. Solvent: C1(=CC=CC=C1)C (toluene). Procedure details: A solution of 344 mg of ethyl 6-isopropylimidazo[1,2-a]pyridine-2-carboxylate, 152 mg of aniline, 40 mg of 1-hydroxy-7-azabenzotriazole (HOAt) and 316 mg of zirconium tert-butoxide in 5 ml of toluene is stirred at ambient temperature for 16 hours in a microwave tube. The medium is concentrated to dryness under reduced pressure and the residue is chromatographed on a silica cartridge, elution being carried out with a mixture of dichloromethane and ethyl acetate (50/50). The fractions comprising t... Starting materials: C(C)(C)C=1C=CC=2N(C1)C=C(N2)C(=O)OCC (ethyl 6-isopropylimidazo[1,2-a]pyridine-2-carboxylate), NC1=CC=CC=C1 (aniline), ON1N=NC2=C1N=CC=C2 (1-hydroxy-7-azabenzotriazole).